This data is from the Open Reaction Database (ORD), a public repository of structured organic reaction records. The task is: describe an organic reaction: reactants, conditions, products, and yield The reactants are N (ammonia), CC(=O)OCC1=C(N2[C@@H]([C@@H](C2=O)N)SC1)C(=O)O (7-aminocephalosporanic acid), S(O)(O)(=O)=O (sulfuric acid), S1(=O)(=O)CCCC1 (sulfolane), [Sb](Cl)(Cl)(Cl)(Cl)Cl (antimony pentachloride), B(OC)(OC)OC (trimethyl borate), ice water. Run at temperature 0 celsius, time 6 hour. Yields the product NC1[C@@H]2N(C(=C(CS2)COC)C(=O)O)C1=O (7-amino-3-methoxymethyl-3-cephem-4-carboxylic acid). Isolated yield 19.5%. As a reaction SMILES: S(=O)(=O)(O)O.S1(CCCC1)(=O)=O.B(OC)(OC)OC.C[C:21]([O:23][CH2:24][C:25]1[CH2:34][S:33][C@@H:28]2[C@H:29]([NH2:32])[C:30](=[O:31])[N:27]2[C:26]=1[C:35]([OH:37])=[O:36])=O.[Sb](Cl)(Cl)(Cl)(Cl)Cl.N>>[NH2:32][CH:29]1[C:30](=[O:31])[N:27]2[C:26]([C:35]([OH:37])=[O:36])=[C:25]([CH2:24][O:23][CH3:21])[CH2:34][S:33][C@H:28]12. Procedure: 4.1 ml of concentrated sulfuric acid was added to 80 me of sulfolane and the resulting mixture was cooled to about 0° C. 8.2 ml of trimethyl borate was added dropwise thereto and 10 g of 7-aminocephalosporanic acid was added thereto in small portions. 8.4 ml of antimony pentachloride was added dropwise thereto at about 0° C., stirred at 0 ° C. for additional 6 hours, and then, the resulting mixture was added to ice-water. The pH of the mixture was adjusted to 3.4 with aqueous ammonia. The ochero... The reactants are CS(=O)(=O)OCCCCCCCC=1C(CCC1)=O (2-(7-Methanesulfonyloxyheptyl)-2-cyclopentenone), [Br-].[Li+] (lithium bromide). The solvent is CC(=O)C (acetone). The product is BrCCCCCCCC=1C(CCC1)=O (2-(7-Bromoheptyl)-2-cyclopentenone). The yield is 79.0%. As a reaction SMILES: CS(O[CH2:6][CH2:7][CH2:8][CH2:9][CH2:10][CH2:11][CH2:12][C:13]1[C:14](=[O:18])[CH2:15][CH2:16][CH:17]=1)(=O)=O.[Br-:19].[Li+]>CC(C)=O>[Br:19][CH2:6][CH2:7][CH2:8][CH2:9][CH2:10][CH2:11][CH2:12][C:13]1[C:14](=[O:18])[CH2:15][CH2:16][CH:17]=1 |f:1.2|. Procedure: A solution of 988 mg of the crude material prepared in Example XV in 7.5 ml dry acetone was stirred at 25° under argon with 1.80 gm lithium bromide for 18.25 hours at 25°. The acetone was removed in vacuo and water added to the residue. The mixture was extracted with 95:5 hexaneether. The extracts were washed with 10% aqueous sodium thiosulfate and brine, dried over MgSO4, filtered and evaporated in vacuo to afford 737 mg of a yellow oil having the following structure: ##STR39## The reactants are COC(C1=CC=C(C=C1)Cl)=O (p-chlorobenzoic acid methyl ester), NCCN1CCOCC1 (N-(2-aminoethyl)-morpholine). The solvent is C(C)OCC (diethyl ether). Reaction conditions: time 8 hour. The product is ClC1=CC=C(C(=O)NCCN2CCOCC2)C=C1 (p-chloro-N-(2-morpholinoethyl)-benzamide). Reaction SMILES: CO[C:3](=[O:11])[C:4]1[CH:9]=[CH:8][C:7]([Cl:10])=[CH:6][CH:5]=1.[NH2:12][CH2:13][CH2:14][N:15]1[CH2:20][CH2:19][O:18][CH2:17][CH2:16]1>C(OCC)C>[Cl:10][C:7]1[CH:6]=[CH:5][C:4]([C:3]([NH:12][CH2:13][CH2:14][N:15]2[CH2:20][CH2:19][O:18][CH2:17][CH2:16]2)=[O:11])=[CH:9][CH:8]=1. Reported procedure: 8.2 G. of p-chlorobenzoic acid methyl ester and 6.25 g. of N-(2-aminoethyl)-morpholine are stirred together for 6 hours at 120° C. The mixture is then cooled to room temperature and 40 ml. of diethyl ether are added. Thereafter, the mixture is allowed to stand overnight in the refrigerator. The crystalline product is removed by filtration, washed with diethyl ether and recrystallized from isopropanol, and 2.6 g. of p-chloro-N-(2-morpholinoethyl)-benzamide are obtained, which is identical to the ... Reactants: mixed solution, Cl (hydrochloric acid), ClC=1C(=C(C=C2C(C(=CN(C12)C1=NC(=C(C=C1F)F)NC(C)C)C(=O)OCC)=O)F)F (ethyl 8-chloro-6,7-difluoro-1-(3,5-difluoro-6-isopropylaminopyridine-2-yl)-4-oxo-1,4-dihydroquinoline-3-carboxylate). Run in C(C)(=O)O (acetic acid). The product is ClC=1C(=C(C=C2C(C(=CN(C12)C1=NC(=C(C=C1F)F)NC(C)C)C(=O)O)=O)F)F (8-chloro-6,7-difluoro-1-(3,5-difluoro-6-isopropylaminopyridine-2-yl)-4-oxo-1,4-dihydroquinoline-3-carboxylic acid). Yield: 94.1%. As a reaction SMILES: Cl.[Cl:2][C:3]1[C:4]([F:32])=[C:5]([F:31])[CH:6]=[C:7]2[C:12]=1[N:11]([C:13]1[C:18]([F:19])=[CH:17][C:16]([F:20])=[C:15]([NH:21][CH:22]([CH3:24])[CH3:23])[N:14]=1)[CH:10]=[C:9]([C:25]([O:27]CC)=[O:26])[C:8]2=[O:30]>C(O)(=O)C>[Cl:2][C:3]1[C:4]([F:32])=[C:5]([F:31])[CH:6]=[C:7]2[C:12]=1[N:11]([C:13]1[C:18]([F:19])=[CH:17][C:16]([F:20])=[C:15]([NH:21][CH:22]([CH3:24])[CH3:23])[N:14]=1)[CH:10]=[C:9]([C:25]([OH:27])=[O:26])[C:8]2=[O:30]. Procedure details: To 3 ml of the mixed solution of 4N hydrochloric acid and acetic acid (1:1, v/v) was added 300 mg of ethyl 8-chloro-6,7-difluoro-1-(3,5-difluoro-6-isopropylaminopyridine-2-yl)-4-oxo-1,4-dihydroquinoline-3-carboxylate, and the mixture was heated under reflux for 19 hours with stirring. The precipitate was collected by filtration, washed with ethanol and diisopropylether successively to obtain 265 mg of the title compound as a yellow powder. Starting materials: [BH4-], ClC1(Cl)CC1CBr, CCO, ClC(Cl)Cl, [K+], N#CSc1ccc(N)c([N+](=O)[O-])c1, [Na+], [OH-], O. Yields the product Nc1ccc(SCC2CC2(Cl)Cl)cc1[N+](=O)[O-]. Reaction SMILES: [BH4-:14].[Br:18][CH2:19][CH:20]1[C:21]([Cl:23])([Cl:24])[CH2:22]1.[CH3:25][CH2:26][OH:27].[Cl:28][CH:29]([Cl:30])[Cl:31].[K+:17].[N+:1](=[O:2])([O-:3])[c:4]1[c:5]([NH2:6])[cH:7][cH:8][c:9]([S:11][C:12]#[N:13])[cH:10]1.[Na+:15].[OH-:16].[OH2:32]>>[N+:1](=[O:2])([O-:3])[c:4]1[c:5]([NH2:6])[cH:7][cH:8][c:9]([S:11][CH2:12][CH:20]2[C:21]([Cl:23])([Cl:24])[CH2:22]2)[cH:10]1.